Dataset: the Open Reaction Database (ORD), a public repository of structured organic reaction records. Task: describe an organic reaction: reactants, conditions, products, and yield The product is ClC=1C(=C(C=CC1)[N+](=O)[O-])CCO (3-Chloro-2-(2-hydroxyethyl)nitrobenzene). The reactants are C(O)([O-])=O.[Na+] (sodium hydrogen carbonate), ClC1=C(C(=CC=C1)[N+](=O)[O-])CC(=O)O (2-Chloro-6-nitrophenylacetic acid), [BH4-].[Na+] (sodium borohydride), B(F)(F)F (borontrifluoride). Procedure details: 2.26 g (59.8 mmol) of sodium borohydride was added to 7 ml of tetrahydrofuran, and while cooling on ice, 15 ml of tetrahydrofuran solution containing 6.78 g (31.5 mmol) of the compound (137) obtained above was dropped to the solution through 20 minutes. Then, 15 ml of tetrahydrofuran solution containing 10 ml of borontrifluoride--ether complex was dropped to the solution through 10 minutes, and after stirring for 30 minutes as was, the solution was stirred for 1 hour at room temperature. To 130 ... Solvent: C(Cl)Cl (methylene chloride), O (water), O1CCCC1 (tetrahydrofuran), O1CCCC1 (tetrahydrofuran), O1CCCC1 (tetrahydrofuran). Reaction SMILES: [BH4-].[Na+].[Cl:3][C:4]1[CH:9]=[CH:8][CH:7]=[C:6]([N+:10]([O-:12])=[O:11])[C:5]=1[CH2:13][C:14](O)=[O:15].B(F)(F)F.C(=O)([O-])O.[Na+]>C(Cl)Cl.O.O1CCCC1>[Cl:3][C:4]1[C:5]([CH2:13][CH2:14][OH:15])=[C:6]([N+:10]([O-:12])=[O:11])[CH:7]=[CH:8][CH:9]=1 |f:0.1,4.5|. Reaction conditions: time 30 minute. Isolated yield 85.5%. Reactants: C(C1=CC=CC=C1)NCCC=1C=C(C=CC1)O (3-(2-benzylaminoethyl)-phenol), C[O-].[Na+] (sodium methylate), ClC(C(=O)OCC)C(=O)OCC (diethyl chloromalonate). Solvent: C(C)O (ethanol). Reaction conditions: time 4 hour. The product is C(C1=CC=CC=C1)NCCC=1C=C(OC(C(=O)O)C(=O)O)C=CC1 ([3-(2-Benzylaminoethyl)-phenoxy]-malonic acid). Reaction SMILES: [CH2:1]([NH:8][CH2:9][CH2:10][C:11]1[CH:12]=[C:13]([OH:17])[CH:14]=[CH:15][CH:16]=1)[C:2]1[CH:7]=[CH:6][CH:5]=[CH:4][CH:3]=1.C[O-].[Na+].Cl[CH:22]([C:28]([O:30]CC)=[O:29])[C:23]([O:25]CC)=[O:24]>C(O)C>[CH2:1]([NH:8][CH2:9][CH2:10][C:11]1[CH:12]=[C:13]([CH:14]=[CH:15][CH:16]=1)[O:17][CH:22]([C:28]([OH:30])=[O:29])[C:23]([OH:25])=[O:24])[C:2]1[CH:3]=[CH:4][CH:5]=[CH:6][CH:7]=1 |f:1.2|. Reported procedure: To a solution of 8.0 g. (35.2 mMol) 3-(2-benzylaminoethyl)-phenol and 100 ml. ethanol there are added 35.2 mMol sodium methylate in the form of a methanolic solution and thereafter 6.8 g. (35.2 mMol) diethyl chloromalonate. After stirring for 4 hours, the reaction mixture is evaporated. 50 ml. Diethyl ether are added to the residue, as well as ice-cold 1N aqueous sodium hydroxide solution, shaken up and the ethereal phase is separated off. After drying over anhydrous sodium sulphate, the sulphat... The reactants are C1=CC(=CC=C1C2=CC=C(C=C2)N)N.Cl.Cl (Benzidine.2HCl), N(=O)[O-].[Na+] (NaNO2). Solvent: Cl (HCl). Reaction conditions: time 1 hour. Product: C1(=CC=C(N)C=C1)C1=CC=C(N)C=C1 (Benzidine). Reaction SMILES: [CH:1]1[C:6]([C:7]2[CH:12]=[CH:11][C:10]([NH2:13])=[CH:9][CH:8]=2)=[CH:5][CH:4]=[C:3]([NH2:14])[CH:2]=1.Cl.Cl.N([O-])=O.[Na+]>Cl>[C:6]1([C:7]2[CH:12]=[CH:11][C:10]([NH2:13])=[CH:9][CH:8]=2)[CH:5]=[CH:4][C:3]([NH2:14])=[CH:2][CH:1]=1 |f:0.1.2,3.4|. Reported procedure: Benzidine.2HCl (26 mg) was dissolved in 4.5 ml 0.2N HCl, added with 18 mg NaNO2 dissolved in 0.5 ml distilled water. The reaction was carried out in an ice bath under stirring for 1 hr; an orange colour immediately developed. Reactants: [C-]#N.[Na+] (sodium cyanide), C(C)N1C=NC=C1 (1-ethyl-1H-imidazole), [OH-].[Na+].Cl[O-].[Na+] (sodium hydroxide sodium hypochlorite), NC1=C(C(=O)NC)C=C(C=C1C)Br (2-amino-5-bromo-N,3-dimethylbenzamide), C1(=CC(=CC(=C1)C)C)C (mesitylene). The reagents and catalysts are [Cu]I (copper(I) iodide). Run in O (water). Run at time 1 hour. Yields the product NC1=C(C(=O)NC)C=C(C=C1C)C#N (2-amino-5-cyano-N,3-dimethylbenzamide). Reaction SMILES: [OH-].[Na+].Cl[O-].[Na+].[NH2:6][C:7]1[C:16]([CH3:17])=[CH:15][C:14](Br)=[CH:13][C:8]=1[C:9]([NH:11][CH3:12])=[O:10].C1(C)C=C(C)C=C(C)C=1.[C-]#N.[Na+].[CH2:31]([N:33]1C=CN=C1)C>[Cu]I.O>[NH2:6][C:7]1[C:16]([CH3:17])=[CH:15][C:14]([C:31]#[N:33])=[CH:13][C:8]=1[C:9]([NH:11][CH3:12])=[O:10] |f:0.1.2.3,6.7|. Procedure details: A 500-mL four-necked flask equipped with a mechanical stirrer, thermocouple, condenser, side-arm addition funnel and sodium hydroxide/sodium hypochlorite scrubber was charged with 2-amino-5-bromo-N,3-dimethylbenzamide (prepared by the method of Reference Example 1) (24.6 g, 0.10 mol, 99% purity) and mesitylene (100 g) while maintaining an atmosphere of nitrogen through a gas inlet line connected to the condenser. The mixture was stirred at room temperature and sodium cyanide (ground to a powder ... Starting materials: ClC1=NC(=NC(=N1)C1=CC=CC=C1)C1=CC=CC=C1 (2-chloro-4,6-diphenyl-1,3,5-triazine), BrC=1C=C2C=3C=C4C(=CC3NC2=CC1)C(C1=CC=CC=C14)(C)C (7-bromo-12,12-dimethyl-10,12-dihydro-10-azaindeno[2,1-b]fluorene), [H-].[Na+] (NaH), oil. The solvent is C1CCOC1 (THF), CN(C=O)C (dimethylformamide). Conditions: time 1 hour. Product: BrC=1C=C2C=3C=C4C(=CC3N(C2=CC1)C1=NC(=NC(=N1)C1=CC=CC=C1)C1=CC=CC=C1)C(C1=CC=CC=C14)(C)C (7-Bromo-10-(4,6-diphenyl-1,3,5-triazin-2-yl)-12,12-dimethyl-10,12-dihydro-10-azaindeno[2,1-b]fluorene). Reaction SMILES: [Br:1][C:2]1[CH:3]=[C:4]2[C:12](=[CH:13][CH:14]=1)[NH:11][C:10]1[CH:9]=[C:8]3[C:15]([CH3:23])([CH3:22])[C:16]4[C:21]([C:7]3=[CH:6][C:5]2=1)=[CH:20][CH:19]=[CH:18][CH:17]=4.[H-].[Na+].Cl[C:27]1[N:32]=[C:31]([C:33]2[CH:38]=[CH:37][CH:36]=[CH:35][CH:34]=2)[N:30]=[C:29]([C:39]2[CH:44]=[CH:43][CH:42]=[CH:41][CH:40]=2)[N:28]=1>CN(C)C=O.C1COCC1>[Br:1][C:2]1[CH:3]=[C:4]2[C:12](=[CH:13][CH:14]=1)[N:11]([C:27]1[N:32]=[C:31]([C:33]3[CH:38]=[CH:37][CH:36]=[CH:35][CH:34]=3)[N:30]=[C:29]([C:39]3[CH:40]=[CH:41][CH:42]=[CH:43][CH:44]=3)[N:28]=1)[C:10]1[CH:9]=[C:8]3[C:15]([CH3:23])([CH3:22])[C:16]4[C:21]([C:7]3=[CH:6][C:5]2=1)=[CH:20][CH:19]=[CH:18][CH:17]=4 |f:1.2|. Procedure details: 25.5 g (70.4 mmol) of 7-bromo-12,12-dimethyl-10,12-dihydro-10-azaindeno[2,1-b]fluorene are dissolved in 400 ml of dimethylformamide under a protective-gas atmosphere, and 3.1 g of 60% NaH in mineral oil (78 mol) are added. After 1 h at room temperature, a solution of 2-chloro-4,6-diphenyl-1,3,5-triazine (22.6 g, 84.5 mmol) in 100 ml of THF is added dropwise. The reaction mixture is stirred at room temperature for 12 h. After this time, the reaction mixture is poured onto ice and extracted three ... Starting materials: C(CCCC)(=O)O (pentanoic acid), C1(=CC=CC=C1)CCO (2-phenylethanol), 2-L. Reagents/catalysts: C(C(=O)[O-])(=O)[O-].[Sn+4].C(C(=O)[O-])(=O)[O-] (tin oxalate). Conditions: temperature 170 celsius, time 1 hour. Product: C(CCCC)(=O)OCCC1=CC=CC=C1 (2-phenylethyl pentanoate). The yield is 74.7%. Reaction SMILES: [C:1]([OH:7])(=[O:6])[CH2:2][CH2:3][CH2:4][CH3:5].[C:8]1([CH2:14][CH2:15]O)[CH:13]=[CH:12][CH:11]=[CH:10][CH:9]=1>C([O-])(=O)C([O-])=O.[Sn+4].C([O-])(=O)C([O-])=O>[C:1]([O:7][CH2:15][CH2:14][C:8]1[CH:13]=[CH:12][CH:11]=[CH:10][CH:9]=1)(=[O:6])[CH2:2][CH2:3][CH2:4][CH3:5] |f:2.3.4|. Reported procedure: A 2-L, 4-neck, round-bottom flask, fitted with a thermometer, mechanical stirrer, nitrogen inlet tube and Liebig condenser/receiving flask, was charged with 612.8 g (6.00 mol, 1.00 equiv) of pentanoic acid, 733.0 g (6.00 mol, 1.00 equiv) of 2-phenylethanol, and 2.50 g (0.2 wt. %) of tin oxalate (Fascat® 2001). The air was removed with three cycles of evacuation/nitrogen-fill using a mechanical vacuum pump (50-100 torr). The rate of stirring was set at ca. 200 rpm, the nitrogen sparge was set at ... Starting materials: SCCO (2-mercaptoethanol), P(O)(O)(O)=O (phosphoric acid), dihydrogen phosphate salt, C[O-].[Na+] (Sodium methoxide), Br.N1=CC=C(C=C1)CBr (4-picolyl bromide hydrobromide). Run in C(C)O (ethanol). Run at time 1 hour. The product is OCCSCC1=CC=NC=C1 (4-(2-Hydroxyethylthiomethyl)pyridine). Reaction SMILES: [SH:1][CH2:2][CH2:3][OH:4].C[O-].[Na+].Br.[N:9]1[CH:14]=[CH:13][C:12]([CH2:15]Br)=[CH:11][CH:10]=1.P(=O)(O)(O)O>C(O)C>[OH:4][CH2:3][CH2:2][S:1][CH2:15][C:12]1[CH:13]=[CH:14][N:9]=[CH:10][CH:11]=1 |f:1.2,3.4|. Reported procedure: In an alternative procedure, 2-mercaptoethanol (11.9 g., 0.152 mole) was dissolved in 138.5 ml. of absolute ethanol and cooled to 18° C. Sodium methoxide (15.7 g., 0.291 mole) was added; the temperature rose to 38° C. and a clear solution resulted. The reaction mixture was cooled somewhat and, while maintaining the temperature below 30° C., 4-picolyl bromide hydrobromide (35 g., 0.138 moles) was added portionwise over 10 minutes. The reaction mixture was then heated to reflux and refluxed for 80... The reactants are P(Br)(Br)Br (PBr3), FC=1C=C2C(=C(C=NC2=C(C1F)F)CO)C=1SC=CC1 (6,7,8-trifluoro-4-thiophenyl-quinoline-3-methanol). Run in C(Cl)Cl (CH2Cl2), C(Cl)Cl (CH2Cl2). Reaction conditions: temperature 0 celsius, time 10 minute. The product is FC=1C=C2C(=C(C=NC2=C(C1F)F)CBr)C=1SC=CC1 (6,7,8-Trifluoro-4-thiophenyl-3-bromomethyl-quinoline). Isolated yield 93.7%. As a reaction SMILES: P(Br)(Br)[Br:2].[F:5][C:6]1[CH:7]=[C:8]2[C:13](=[C:14]([F:17])[C:15]=1[F:16])[N:12]=[CH:11][C:10]([CH2:18]O)=[C:9]2[C:20]1[S:21][CH:22]=[CH:23][CH:24]=1>C(Cl)Cl>[F:5][C:6]1[CH:7]=[C:8]2[C:13](=[C:14]([F:17])[C:15]=1[F:16])[N:12]=[CH:11][C:10]([CH2:18][Br:2])=[C:9]2[C:20]1[S:21][CH:22]=[CH:23][CH:24]=1. Reported procedure: A solution of PBr3 (8.4 g, 31 mmol) in CH2Cl2 (40 ml) was added to the mixture of F13 (5.0 g, 15.5 mmol) in CH2Cl2 (30 ml) at 0° C. The resulting mixture was stirred for 10 minutes at 0° C. and then for 2 hour at room temperature before quenching with a saturated aqueous NaHCO3 solution to pH 8. The mixture was added to CH2Cl2 and the organic layer was separated, washed with water, dried over Na2SO4, and concentrated to obtain the title compound (5.2 g, 86.8%), mp: 98˜100° C. which was used with... Reactants: BrCC1=NSC2=C1C=C(C=C2)N2C(N(C(=CC2=O)C(F)(F)F)C)=O (3-[3-(bromomethyl)-1,2-benzisothiazol-5-yl]-1-methyl-6-(trifluoromethyl)-2,4(1H,3H)-pyrimidinedione), CN(C)C (trimethylamine). Run in C1(=CC=CC=C1)C (toluene). Reaction conditions: temperature 90 celsius, time 90 minute. The product is [Br-].CN1C(N(C(C=C1C(F)(F)F)=O)C=1C=CC2=C(C(=NS2)C[N+](C)(C)C)C1)=O ({{5-[3,6-Dihydro-3-methyl-2,6-dioxo-4-(trifluoromethyl)-1(2H)-pyrimidinyl]-1,2-benzisothiazol-3-yl}methyl}trimethylammonium bromide). As a reaction SMILES: [Br:1][CH2:2][C:3]1[C:7]2[CH:8]=[C:9]([N:12]3[C:17](=[O:18])[CH:16]=[C:15]([C:19]([F:22])([F:21])[F:20])[N:14]([CH3:23])[C:13]3=[O:24])[CH:10]=[CH:11][C:6]=2[S:5][N:4]=1.[CH3:25][N:26]([CH3:28])[CH3:27]>C1(C)C=CC=CC=1>[Br-:1].[CH3:23][N:14]1[C:15]([C:19]([F:22])([F:21])[F:20])=[CH:16][C:17](=[O:18])[N:12]([C:9]2[CH:10]=[CH:11][C:6]3[S:5][N:4]=[C:3]([CH2:2][N+:26]([CH3:28])([CH3:27])[CH3:25])[C:7]=3[CH:8]=2)[C:13]1=[O:24] |f:3.4|. Procedure details: A mixture of 3-[3-(bromomethyl)-1,2-benzisothiazol-5-yl]-1-methyl-6-(trifluoromethyl)-2,4(1H,3H)-pyrimidinedione (20.0 g, 0.0480 mol) and toluene is heated to 90° C., cooled to room temperature, treated with liquid trimethylamine (8.60 g, 0.145 mol), stirred at room temperature for 90 minutes, and filtered to obtain a solid. The solid is washed with toluene and dried in a vacuum oven at 45-50° C. to give the title product as a white solid which is identified by NMR spectral analysis.